Dataset: the Open Reaction Database (ORD), a public repository of structured organic reaction records. Task: describe an organic reaction: reactants, conditions, products, and yield Reactants: CO, COC(=O)C1CCCN1C(=O)C=Cc1ccccc1, Cl, [Na+], [OH-], O. Product: O=C(O)C1CCCN1C(=O)C=Cc1ccccc1. As a reaction SMILES: [CH3:3][OH:4].[CH3:5][O:6][C:7]([CH:8]1[N:9]([C:13]([CH:14]=[CH:15][c:16]2[cH:17][cH:18][cH:19][cH:20][cH:21]2)=[O:22])[CH2:10][CH2:11][CH2:12]1)=[O:23].[ClH:24].[Na+:2].[OH-:1].[OH2:25]>>[O:6]=[C:7]([CH:8]1[N:9]([C:13]([CH:14]=[CH:15][c:16]2[cH:17][cH:18][cH:19][cH:20][cH:21]2)=[O:22])[CH2:10][CH2:11][CH2:12]1)[OH:23].